This data is from the Open Reaction Database (ORD), a public repository of structured organic reaction records. The task is: describe an organic reaction: reactants, conditions, products, and yield Reaction SMILES: [CH2:22]([CH:23]=[CH2:24])[Br:25].[CH3:26][N:27]([CH3:28])[CH:29]=[O:30].[CH3:2][O:3][c:4]1[cH:5][c:6]([C:10]2=[CH:15][CH2:14][CH2:13][NH:12][CH2:11]2)[cH:7][cH:8][cH:9]1.[ClH:1].[Na+:16].[Na+:17].[O-:18][C:19](=[O:20])[O-:21]>>[CH3:2][O:3][c:4]1[cH:5][c:6]([C:10]2=[CH:15][CH2:14][CH2:13][N:12]([CH2:24][CH:23]=[CH2:22])[CH2:11]2)[cH:7][cH:8][cH:9]1. Product: C=CCN1CCC=C(c2cccc(OC)c2)C1. The reactants are C=CCBr, CN(C)C=O, COc1cccc(C2=CCCNC2)c1, Cl, [Na+], [Na+], O=C([O-])[O-].